This data is from the Open Reaction Database (ORD), a public repository of structured organic reaction records. The task is: describe an organic reaction: reactants, conditions, products, and yield Reactants: CON(C(=O)C=1C(=NC(=NC1)SCC)N)C (4-amino-2-ethylsulfanyl-pyrimidine-5-carboxylic acid methoxy-methyl-amide), FC1=C(C=CC=C1)[Li] (2-fluorophenyllithium), FC1=C(C=CC=C1)I (1-fluoro-2-iodobenzene). The product is NC1=NC(=NC=C1C(=O)C1=C(C=CC=C1)F)SCC ((4-amino-2-ethylsulfanyl-pyrimidin-5-yl)-(2-fluoro-phenyl)-methanone). Reaction SMILES: CON(C)[C:4]([C:6]1[C:7]([NH2:15])=[N:8][C:9]([S:12][CH2:13][CH3:14])=[N:10][CH:11]=1)=[O:5].[F:17][C:18]1[CH:23]=[CH:22][CH:21]=[CH:20][C:19]=1[Li].FC1C=CC=CC=1I>>[NH2:15][C:7]1[C:6]([C:4]([C:19]2[CH:20]=[CH:21][CH:22]=[CH:23][C:18]=2[F:17])=[O:5])=[CH:11][N:10]=[C:9]([S:12][CH2:13][CH3:14])[N:8]=1. Procedure details: The same procedure was used as described in Example 2, starting from 4-amino-2-ethylsulfanyl-pyrimidine-5-carboxylic acid methoxy-methylamide (from Example 1) and a solution of 2-fluorophenyllithium (˜3 equiv, freshly prepared from 1-fluoro-2-iodobenzene as in Example 2A), to give (4-amino-2-ethylsulfanyl-pyrimidin-5-yl)-(2-fluoro-phenyl)-methanone. MS (M+H)+: 278. Starting materials: CCO, CI, CCOC(C)=O, Cl, O=c1[nH]ccc2cc(OCCCN3CCN(c4cccc5sccc45)CC3)ccc12. Yields the product Cl, Cn1ccc2cc(OCCCN3CCN(c4cccc5sccc45)CC3)ccc2c1=O. RXN SMILES: [CH2:33]([OH:34])[CH3:35].[CH3:31][I:32].[CH3:37][CH2:38][O:39][C:40](=[O:41])[CH3:42].[ClH:36].[s:1]1[c:2]2[c:3]([cH:4][cH:5]1)[c:6]([N:10]1[CH2:11][CH2:12][N:13]([CH2:16][CH2:17][CH2:18][O:19][c:20]3[cH:21][c:22]4[cH:23][cH:24][nH:25][c:26](=[O:30])[c:27]4[cH:28][cH:29]3)[CH2:14][CH2:15]1)[cH:7][cH:8][cH:9]2>>[ClH:36].[s:1]1[c:2]2[c:3]([cH:4][cH:5]1)[c:6]([N:10]1[CH2:11][CH2:12][N:13]([CH2:16][CH2:17][CH2:18][O:19][c:20]3[cH:21][c:22]4[cH:23][cH:24][n:25]([CH3:33])[c:26](=[O:30])[c:27]4[cH:28][cH:29]3)[CH2:14][CH2:15]1)[cH:7][cH:8][cH:9]2. Starting materials: CC(C)(C)O, O=c1[nH]cnc2sc(CCCOCc3ccccc3)cc12, C[O-], Fc1ccc(C2(Cn3cncn3)CO2)c(F)c1, [Na+]. The product is O=c1c2cc(CCCOCc3ccccc3)sc2ncn1CC(O)(Cn1cncn1)c1ccc(F)cc1F. Reaction SMILES: [C:42]([OH:43])([CH3:44])([CH3:45])[CH3:46].[CH2:1]([c:2]1[cH:3][cH:4][cH:5][cH:6][cH:7]1)[O:8][CH2:9][CH2:10][CH2:11][c:12]1[cH:13][c:14]2[c:15]([n:16][cH:17][nH:18][c:19]2=[O:20])[s:21]1.[CH3:39][O-:40].[F:22][c:23]1[c:24]([C:30]2([CH2:33][n:34]3[n:35][cH:36][n:37][cH:38]3)[O:31][CH2:32]2)[cH:25][cH:26][c:27]([F:29])[cH:28]1.[Na+:41]>>[CH2:1]([c:2]1[cH:3][cH:4][cH:5][cH:6][cH:7]1)[O:8][CH2:9][CH2:10][CH2:11][c:12]1[cH:13][c:14]2[c:15]([n:16][cH:17][n:18]([CH2:32][C:30]([c:24]3[c:23]([F:22])[cH:28][c:27]([F:29])[cH:26][cH:25]3)([OH:31])[CH2:33][n:34]3[n:35][cH:36][n:37][cH:38]3)[c:19]2=[O:20])[s:21]1. The reactants are C1CCNCC1, ClCCCOc1ccc(C=Cc2nc3ccccc3o2)cc1, Cl. Yields the product C(=Cc1nc2ccccc2o1)c1ccc(OCCCN2CCCCC2)cc1. RXN SMILES: [CH2:23]1[CH2:24][CH2:25][NH:26][CH2:27][CH2:28]1.[Cl:1][CH2:2][CH2:3][CH2:4][O:5][c:6]1[cH:7][cH:8][c:9]([CH:12]=[CH:13][c:14]2[o:15][c:16]3[c:17]([n:18]2)[cH:19][cH:20][cH:21][cH:22]3)[cH:10][cH:11]1.[ClH:29]>>[CH2:2]([CH2:3][CH2:4][O:5][c:6]1[cH:7][cH:8][c:9]([CH:12]=[CH:13][c:14]2[o:15][c:16]3[c:17]([n:18]2)[cH:19][cH:20][cH:21][cH:22]3)[cH:10][cH:11]1)[N:26]1[CH2:25][CH2:24][CH2:23][CH2:28][CH2:27]1.